This data is from the Open Reaction Database (ORD), a public repository of structured organic reaction records. The task is: describe an organic reaction: reactants, conditions, products, and yield Starting materials: C(C)(=O)OCC (ethyl acetate), [Cl-].[Na+].O (Brine), C1=CC(=CC(=C1)Cl)C(=O)OO (mCPBA), COC=1C=C(C=CC1N1C=NC(=C1)C)/C=C/C1=NN2C(C(CCC2)C2=CC=C(C=C2)SC)=N1 (2-{(E)-2-[3-methoxy-4-(4-methyl-1H-imidazol-1-yl)phenyl]vinyl}-8-(4-methylsulfanylphenyl)-5,6,7,8-tetrahydro-[1,2,4]triazolo[1,5-a]pyridine). Solvent: C(Cl)(Cl)Cl (chloroform). Conditions: time 1 hour. The product is CS(=O)(=O)C1=CC=C(C=C1)C1C=2N(CCC1)N=C(N2)\C=C\C2=CC(=C(C=C2)N2C=NC(=C2)C)OC (8-(4-methanesulfonylphenyl)-2-{(E)-2-[3-methoxy-4-(4-methyl-1H-imidazol-1-yl)phenyl]vinyl}-5,6,7,8-tetrahydro[1,2,4]triazolo[1,5-a]pyridine). RXN SMILES: C1C=C(Cl)C=C(C(OO)=[O:9])C=1.[CH3:12][O:13][C:14]1[CH:15]=[C:16](/[CH:26]=[CH:27]/[C:28]2[N:44]=[C:31]3[CH:32]([C:36]4[CH:41]=[CH:40][C:39]([S:42][CH3:43])=[CH:38][CH:37]=4)[CH2:33][CH2:34][CH2:35][N:30]3[N:29]=2)[CH:17]=[CH:18][C:19]=1[N:20]1[CH:24]=[C:23]([CH3:25])[N:22]=[CH:21]1.C(OCC)(=O)C.[Cl-].[Na+].[OH2:53]>C(Cl)(Cl)Cl>[CH3:43][S:42]([C:39]1[CH:38]=[CH:37][C:36]([CH:32]2[CH2:33][CH2:34][CH2:35][N:30]3[N:29]=[C:28](/[CH:27]=[CH:26]/[C:16]4[CH:17]=[CH:18][C:19]([N:20]5[CH:24]=[C:23]([CH3:25])[N:22]=[CH:21]5)=[C:14]([O:13][CH3:12])[CH:15]=4)[N:44]=[C:31]23)=[CH:41][CH:40]=1)(=[O:9])=[O:53] |f:3.4.5|. Reported procedure: mCPBA (6.83 mg) was added to a solution of (−)-(2-{(E)-2-[3-methoxy-4-(4-methyl-1H-imidazol-1-yl)phenyl]vinyl}-8-(4-methylsulfanylphenyl)-5,6,7,8-tetrahydro-[1,2,4]triazolo[1,5-a]pyridine obtained in Example 7 (4.5 mg) in chloroform (1 mL), and the reaction solution was stirred at room temperature for one hour. Brine and ethyl acetate were added to the reaction solution and the organic layer was separated. The resulting organic layer was dried over anhydrous magnesium sulfate and then concentrat... Starting materials: CC[SiH](CC)CC, ClCCl, O=C(O)C(F)(F)F, c1ccc(C(c2ccccc2)(c2ccccc2)n2ccnc2CCCN(Cc2nc3ccccc3[nH]2)C2CCCc3cccnc32)cc1. Yields the product c1cnc2c(c1)CCCC2N(CCCc1ncc[nH]1)Cc1nc2ccccc2[nH]1. Reaction SMILES: [CH2:49]([SiH:50]([CH2:51][CH3:52])[CH2:53][CH3:54])[CH3:55].[Cl:63][CH2:64][Cl:65].[F:56][C:57]([F:58])([F:59])[C:60]([OH:61])=[O:62].[nH:1]1[c:2]([CH2:10][N:11]([CH2:12][CH2:13][CH2:14][c:15]2[n:16]([C:20]([c:21]3[cH:22][cH:23][cH:24][cH:25][cH:26]3)([c:27]3[cH:28][cH:29][cH:30][cH:31][cH:32]3)[c:33]3[cH:34][cH:35][cH:36][cH:37][cH:38]3)[cH:17][cH:18][n:19]2)[CH:39]2[CH2:40][CH2:41][CH2:42][c:43]3[cH:44][cH:45][cH:46][n:47][c:48]32)[n:3][c:4]2[c:5]1[cH:6][cH:7][cH:8][cH:9]2>>[nH:1]1[c:2]([CH2:10][N:11]([CH2:12][CH2:13][CH2:14][c:15]2[nH:16][cH:17][cH:18][n:19]2)[CH:39]2[CH2:40][CH2:41][CH2:42][c:43]3[cH:44][cH:45][cH:46][n:47][c:48]32)[n:3][c:4]2[c:5]1[cH:6][cH:7][cH:8][cH:9]2. Starting materials: CC1=C(O)C=CC=C1O (2-methylresorcinol), FC(C(CC(=O)OCC)=O)(F)F (ethyl 4,4,4-trifluoroacetoacetate), ice, ice water, C([O-])(O)=O.[Na+] (sodium bicarbonate). Solvent: O (water). Run at time 24 hour. Yields the product FC(C1=CC(OC2=C(C(=CC=C12)O)C)=O)(F)F (4-trifluoromethyl-7-hydroxy-8-methylcoumarin). Isolated yield 79.9%. As a reaction SMILES: [CH3:1][C:2]1[C:8]([OH:9])=[CH:7][CH:6]=[CH:5][C:3]=1[OH:4].[F:10][C:11]([F:21])([F:20])[C:12](=O)[CH2:13][C:14](OCC)=[O:15].C(=O)(O)[O-].[Na+]>O>[F:10][C:11]([F:21])([F:20])[C:12]1[C:5]2[C:3](=[C:2]([CH3:1])[C:8]([OH:9])=[CH:7][CH:6]=2)[O:4][C:14](=[O:15])[CH:13]=1 |f:2.3|. Procedure: A slurry of 2-methylresorcinol (12.4 g, 0.100 mole) and ethyl 4,4,4-trifluoroacetoacetate (18.4 g, 0.100 mole) was added slowly to 100 ml of ice cold sulfuric acid with vigorous stirring. After completion of addition, the solution was allowed to warm to room temperature and was subsequently stirred for 24 hours. The reaction mixture was then slowly added to 500 ml of ice water (300 g ice and 200 ml water) with vigorous stirring. The desired product precipitated from the solution as a light pink ... Reactants: C(=O)C=1C(NC2=CC=CC=C2C1)=O (3-formylcarbostyril), [BH4-].[Na+] (sodium borohydride). Run in CO (methanol). Yields the product OCC=1C(NC2=CC=CC=C2C1)=O (3-hydroxymethylcarbostyril). As a reaction SMILES: [CH:1]([C:3]1[C:4](=[O:13])[NH:5][C:6]2[C:11]([CH:12]=1)=[CH:10][CH:9]=[CH:8][CH:7]=2)=[O:2].[BH4-].[Na+]>CO>[OH:2][CH2:1][C:3]1[C:4](=[O:13])[NH:5][C:6]2[C:11]([CH:12]=1)=[CH:10][CH:9]=[CH:8][CH:7]=2 |f:1.2|. Reported procedure: 34 Grams of 3-formylcarbostyril was suspended in 800 ml of methanol, and 7.4 g of sodium borohydride was added gradually thereto under ice-cooled condition with stirring. The reaction mixture was further stirred under ice-cooling for 3 hours. The precipitated crystals were collected by filtration and recrystallized from methanol to obtain 33.2 g of 3-hydroxymethylcarbostyril in the form of colorless prism-like crystals. Reactants: C(C)(C)(C)OC(=O)N1CCC(CC1)OC1=CC(=C(C(=O)O)C=C1)C(F)(F)F (4-(N-tert-butyloxycarbonyl-4-piperidinyloxy)-2-trifluoromethylbenzoic acid), solution. The solvent is C1CCOC1 (THF), C1CCOC1 (THF), C(=O)(O)[O-].[Na+] (NaHCO3). Reaction conditions: temperature 0 celsius, time 1 hour. The product is C(C)(C)(C)OC(=O)N1CCC(CC1)OC1=CC(=C(CO)C=C1)C(F)(F)F (4-(N-tert-butyloxycarbonyl-4-piperidinyloxy)-2-trifluoromethylbenzyl alcohol). Reaction SMILES: [C:1]([O:5][C:6]([N:8]1[CH2:13][CH2:12][CH:11]([O:14][C:15]2[CH:23]=[CH:22][C:18]([C:19](O)=[O:20])=[C:17]([C:24]([F:27])([F:26])[F:25])[CH:16]=2)[CH2:10][CH2:9]1)=[O:7])([CH3:4])([CH3:3])[CH3:2]>C1COCC1.C([O-])(O)=O.[Na+]>[C:1]([O:5][C:6]([N:8]1[CH2:9][CH2:10][CH:11]([O:14][C:15]2[CH:23]=[CH:22][C:18]([CH2:19][OH:20])=[C:17]([C:24]([F:27])([F:25])[F:26])[CH:16]=2)[CH2:12][CH2:13]1)=[O:7])([CH3:4])([CH3:2])[CH3:3] |f:2.3|. Reported procedure: To a stirred solution of 4-(N-tert-butyloxy-carbonyl-4-piperidinyloxy)-2-trifluoromethylbenzoic acid (0.66 g, 2.3 mmol) from Step 2 above in THF (10 mL) at 0° C. was added BH3.THF complex (3.5 mL of a 1.0 M solution in THF, 3.5 mmol). The solution was stirred at 0° C. for 1 h and then at ambient temperature for 14 h. The solution was diluted with saturated aqueous NaHCO3 (25 mL) and the solvents were removed under reduced pressure. The residue was partitioned between EtOAc (50 mL) and water (2×2... The reactants are Brc1ccc2c(ccn2Cc2ccccc2)c1, O=[N+]([O-])c1ccc(-n2ccnc2-c2ccccc2)cc1. The reagents and catalysts are CC(C)(C)c1ccc(-c2ccc(C(C)(C)C)cc2)cc1 (4,4'-di-tert-butylbiphenyl), CC(C)(C)C(=O)[O-].[K+] (KOPiv), Cl[Pd]CC=C.C=CC[Pd]Cl ([Pd(allyl)Cl]2), CN(C)c1ccc(P(C2CCCCC2)C2CCCCC2)cc1 (A-caPhos). The solvent is CC(=O)N(C)C (DMA), CC(=O)N(C)C (DMA), CC(=O)N(C)C (DMA). Conditions: temperature 120 celsius, time 24 hour. Product: O=[N+]([O-])c1ccc(-n2c(-c3ccc4c(ccn4Cc4ccccc4)c3)cnc2-c2ccccc2)cc1. Isolated yield 0.2%. Reactants: NC1=C(C=CC=C1)S[C@H]([C@H](C(=O)N)O)C1=CC=C(C=C1)OC ((2S,3S)-3-(2-aminophenylthio)-2-hydroxy-3-(4-methoxyphenyl)propioamide), CS(=O)(=O)O (methanesulfonic acid). Run in C=1(C(=CC=CC1)C)C (xylene). Product: O[C@@H]1[C@@H](SC2=C(NC1=O)C=CC=C2)C2=CC=C(C=C2)OC ((2S,3S)-2,3-dihydro-3-hydroxy-2-(4-methoxyphenyl)-1,5-benzothiazepine-4(5H)-one). Yield: 93.7%. RXN SMILES: N[C:2]1[CH:7]=[CH:6][CH:5]=[CH:4][C:3]=1[S:8][C@@H:9]([C:15]1[CH:20]=[CH:19][C:18]([O:21][CH3:22])=[CH:17][CH:16]=1)[C@@H:10]([OH:14])[C:11]([NH2:13])=[O:12].CS(O)(=O)=O>C1(C)C(C)=CC=CC=1>[OH:14][C@H:10]1[C:11](=[O:12])[NH:13][C:2]2[CH:7]=[CH:6][CH:5]=[CH:4][C:3]=2[S:8][C@H:9]1[C:15]1[CH:20]=[CH:19][C:18]([O:21][CH3:22])=[CH:17][CH:16]=1. Reported procedure: A mixture of (2S,3S)-3-(2-aminophenylthio)-2-hydroxy-3-(4-methoxyphenyl)propioamide (1.59 g), xylene (8 ml) and methanesulfonic acid (24 ml) is refluxed for 11 hours. The reaction solution is allowed to cool to room temperature with stirring. The precipitated crystals are collected by filtration, washed with cold methanol, and dried at 50° C. to give (2S,3S)-2,3-dihydro-3-hydroxy-2-(4-methoxyphenyl)-1,5-benzothiazepine-4(5H)-one (1.41 g). RXN SMILES: [Br:36][CH2:37][CH2:38][CH2:39][Cl:40].[C:1]([CH3:2])(=[O:3])[O:4][CH:5]1[CH2:6][C:7]2=[CH:8][C:9](=[N:28][OH:29])[CH:10]3[CH:11]4[CH2:12][CH2:13][CH:14]([O:24][C:25]([CH3:26])=[O:27])[C:15]4([CH3:16])[CH2:17][CH2:18][CH:19]3[C:20]2([CH3:23])[CH2:21][CH2:22]1.[C:30](=[O:31])([O-:32])[O-:33].[CH3:42][C:43]([CH2:44][CH3:45])=[O:46].[K+:34].[K+:35].[OH2:41]>>[C:1]([CH3:2])(=[O:3])[O:4][CH:5]1[CH2:6][C:7]2=[CH:8][C:9](=[N:28][O:29][CH2:37][CH2:38][CH2:39][Cl:40])[CH:10]3[CH:11]4[CH2:12][CH2:13][CH:14]([O:24][C:25]([CH3:26])=[O:27])[C:15]4([CH3:16])[CH2:17][CH2:18][CH:19]3[C:20]2([CH3:23])[CH2:21][CH2:22]1. The reactants are ClCCCBr, CC(=O)OC1CCC2(C)C(=CC(=NO)C3C2CCC2(C)C(OC(C)=O)CCC32)C1, O=C([O-])[O-], CCC(C)=O, [K+], [K+], O. The product is CC(=O)OC1CCC2(C)C(=CC(=NOCCCCl)C3C2CCC2(C)C(OC(C)=O)CCC32)C1.